This data is from the Open Reaction Database (ORD), a public repository of structured organic reaction records. The task is: describe an organic reaction: reactants, conditions, products, and yield The reactants are C(C1=CC=CC=C1)OC1=CC(=NC2=CC(=CC(=C12)Cl)Cl)C(=O)O (4-benzyloxy-5,7-dichloroquinoline-2-carboxylic acid), CN(CCCO)C (3-dimethylamino- 1-propanol). Solvent: S(=O)(Cl)Cl (thionyl chloride). Product: C(C1=CC=CC=C1)OC1=CC(=NC2=CC(=CC(=C12)Cl)Cl)C(=O)OCCCN(C)C (3-dimethylaminopropyl 4-benzyloxy-5,7-dichloroquinoline-2-carboxylate). As a reaction SMILES: [CH2:1]([O:8][C:9]1[C:18]2[C:13](=[CH:14][C:15]([Cl:20])=[CH:16][C:17]=2[Cl:19])[N:12]=[C:11]([C:21]([OH:23])=[O:22])[CH:10]=1)[C:2]1[CH:7]=[CH:6][CH:5]=[CH:4][CH:3]=1.[CH3:24][N:25]([CH3:30])[CH2:26][CH2:27][CH2:28]O>S(Cl)(Cl)=O>[CH2:1]([O:8][C:9]1[C:18]2[C:13](=[CH:14][C:15]([Cl:20])=[CH:16][C:17]=2[Cl:19])[N:12]=[C:11]([C:21]([O:23][CH2:28][CH2:27][CH2:26][N:25]([CH3:30])[CH3:24])=[O:22])[CH:10]=1)[C:2]1[CH:7]=[CH:6][CH:5]=[CH:4][CH:3]=1. Procedure details: Treatment of 4-benzyloxy-5,7-dichloroquinoline-2-carboxylic acid (1 g, Example 33b) with thionyl chloride (10 ml) followed by 3-dimethylamino- 1-propanol (1.1 ml) as described in Example 33c gave 3-dimethylaminopropyl 4-benzyloxy-5,7-dichloroquinoline-2-carboxylate (0.52 g). δ (360 MHz, DMSO-d6) 1.93 (2H, m, CO2CH2CH2), 2.20 (6H, s, (CH3)2), 2.44 (2H, t, CH2N), 4.40 (2H, t, CO2CH2), 5.50 (2H s, OCH2), 7.34 (3H, m, m,p-ArH), 7.58 (2H, d, 2 ArH), 7.72 (1H, s, 3-H), 7.88 (1H, d, 6-H) and 8.14 (1H, ... Starting materials: CCCCN1CC2CNCC(C1)C2(C)C, CC(C)=O, O=[N+]([O-])c1ccc(F)c([N+](=O)[O-])c1. The product is CCCCN1CC2CN(c3ccc([N+](=O)[O-])cc3[N+](=O)[O-])CC(C1)C2(C)C. As a reaction SMILES: [CH2:1]([CH2:2][CH2:3][CH3:4])[N:5]1[CH2:6][CH:7]2[CH2:8][NH:9][CH2:10][CH:11]([CH2:12]1)[C:13]2([CH3:14])[CH3:15].[CH3:29][C:30](=[O:31])[CH3:32].[N+:16](=[O:17])([O-:18])[c:19]1[c:20]([F:28])[cH:21][cH:22][c:23]([N+:25](=[O:26])[O-:27])[cH:24]1>>[CH2:1]([CH2:2][CH2:3][CH3:4])[N:5]1[CH2:6][CH:7]2[CH2:8][N:9]([c:20]3[c:19]([N+:16](=[O:17])[O-:18])[cH:24][c:23]([N+:25](=[O:26])[O-:27])[cH:22][cH:21]3)[CH2:10][CH:11]([CH2:12]1)[C:13]2([CH3:14])[CH3:15]. Reactants: COC(=O)C(C)(C)c1ccc(Nc2cc(-c3cccc(-n4ncc5cc(C(C)(C)C)cc(F)c5c4=O)c3CO)cn(C)c2=O)nc1, [H-], [Li+], C1COCCO1, [OH-], O. The product is Cn1cc(-c2cccc(-n3ncc4cc(C(C)(C)C)cc(F)c4c3=O)c2CO)cc(Nc2ccc(C(C)(C)C(=O)O)cn2)c1=O. Reaction SMILES: [CH3:1][O:2][C:3]([C:4]([CH3:5])([CH3:6])[c:7]1[cH:8][n:9][c:10]([NH:13][c:14]2[c:15](=[O:45])[n:16]([CH3:44])[cH:17][c:18](-[c:20]3[c:21]([CH2:42][OH:43])[c:22](-[n:26]4[c:27](=[O:41])[c:28]5[c:29]([F:40])[cH:30][c:31]([C:36]([CH3:37])([CH3:38])[CH3:39])[cH:32][c:33]5[cH:34][n:35]4)[cH:23][cH:24][cH:25]3)[cH:19]2)[cH:11][cH:12]1)=[O:46].[H-:47].[Li+:49].[O:50]1[CH2:51][CH2:52][O:53][CH2:54][CH2:55]1.[OH-:48].[OH2:56]>>[O:2]=[C:3]([C:4]([CH3:5])([CH3:6])[c:7]1[cH:8][n:9][c:10]([NH:13][c:14]2[c:15](=[O:45])[n:16]([CH3:44])[cH:17][c:18](-[c:20]3[c:21]([CH2:42][OH:43])[c:22](-[n:26]4[c:27](=[O:41])[c:28]5[c:29]([F:40])[cH:30][c:31]([C:36]([CH3:37])([CH3:38])[CH3:39])[cH:32][c:33]5[cH:34][n:35]4)[cH:23][cH:24][cH:25]3)[cH:19]2)[cH:11][cH:12]1)[OH:46]. Starting materials: Cc1ccc(S(=O)(=O)Cl)cc1, Cn1nc(-c2ccccc2)nc1N, c1ccncc1. Product: Cc1ccc(S(=O)(=O)Nc2nc(-c3ccccc3)nn2C)cc1. RXN SMILES: [CH3:14][c:15]1[cH:16][cH:17][c:18]([S:21](=[O:22])(=[O:23])[Cl:24])[cH:19][cH:20]1.[CH3:1][n:2]1[n:3][c:4](-[c:8]2[cH:9][cH:10][cH:11][cH:12][cH:13]2)[n:5][c:6]1[NH2:7].[cH:25]1[cH:26][cH:27][n:28][cH:29][cH:30]1>>[CH3:1][n:2]1[n:3][c:4](-[c:8]2[cH:9][cH:10][cH:11][cH:12][cH:13]2)[n:5][c:6]1[NH:7][S:21]([c:18]1[cH:17][cH:16][c:15]([CH3:14])[cH:20][cH:19]1)(=[O:22])=[O:23]. Reactants: O (Water), SmI2, O(C1=CC=CC=C1)CC(=O)N[C@H]1[C@@H]2N(C(=C(CS2)CCl)C(=O)OCC2=CC=C(C=C2)OC)C1=O (p-methoxybenzyl 7β-phenoxyacetylamino-3chloromethyl -3-cephem-4carboxylate). Run in C1CCOC1 (THF), C1CCOC1 (THF). Conditions: time 0.2 hour. Yields the product O(C1=CC=CC=C1)CC(=O)N[C@H]1[C@@H]2N(C(C(CS2)=C)C(=O)OCC2=CC=C(C=C2)OC)C1=O (p-Methoxybenzyl 7β-phenoxyacetylamino-3-methylenecepham-4-carboxylate). Yield: 65.0%. Reaction SMILES: [O:1]([CH2:8][C:9]([NH:11][C@@H:12]1[C:33](=[O:34])[N:14]2[C:15]([C:21]([O:23][CH2:24][C:25]3[CH:30]=[CH:29][C:28]([O:31][CH3:32])=[CH:27][CH:26]=3)=[O:22])=[C:16]([CH2:19]Cl)[CH2:17][S:18][C@H:13]12)=[O:10])[C:2]1[CH:7]=[CH:6][CH:5]=[CH:4][CH:3]=1.O>C1COCC1>[O:1]([CH2:8][C:9]([NH:11][C@@H:12]1[C:33](=[O:34])[N:14]2[CH:15]([C:21]([O:23][CH2:24][C:25]3[CH:30]=[CH:29][C:28]([O:31][CH3:32])=[CH:27][CH:26]=3)=[O:22])[C:16](=[CH2:19])[CH2:17][S:18][C@H:13]12)=[O:10])[C:2]1[CH:7]=[CH:6][CH:5]=[CH:4][CH:3]=1. Procedure details: To a solution of 48 ml of SmI2 in THF (0.1M), a solution of 1.1 g of p-methoxybenzyl 7β-phenoxyacetylamino-3chloromethyl -3-cephem-4carboxylate in 100 ml of dry THF, was dropwise added at -20° C. The resulting mixture was allowed to warm to room temperature in 0.5 hours. Water was added, and the mixture stirred for further 0.2 hours at room temperature. After the usual work-up and column chromatography, the title product was isolated in 65% yield. Reactants: C1(=CC=CC2=CC=CC=C12)O (1-Naphthol), N1CCCCC1 (piperidine), BrC=1C=C(C=O)C=C(C1OC)OC (3-bromo-4,5-dimethoxybenzaldehyde), C(#N)CC(=O)OCC (ethyl cyanoacetate). Run in C(C)O (ethanol), O (water). Conditions: temperature 80 celsius. The product is C(C)OC(=O)C1=C(OC2=C3C(=CC=C2C1C1=CC(=C(C(=C1)OC)OC)Br)C=CC=C3)N (2-Amino-4-(3-bromo-4,5-dimethoxy-phenyl)-4H-benzo[h]chromene-3-carboxylic acid ethyl ester). As a reaction SMILES: [C:1]1([OH:11])[C:10]2[C:5](=[CH:6][CH:7]=[CH:8][CH:9]=2)[CH:4]=[CH:3][CH:2]=1.[Br:12][C:13]1[CH:14]=[C:15]([CH:18]=[C:19]([O:23][CH3:24])[C:20]=1[O:21][CH3:22])[CH:16]=O.[C:25]([CH2:27][C:28]([O:30][CH2:31][CH3:32])=[O:29])#[N:26].N1CCCCC1>C(O)C.O>[CH2:31]([O:30][C:28]([C:27]1[CH:16]([C:15]2[CH:18]=[C:19]([O:23][CH3:24])[C:20]([O:21][CH3:22])=[C:13]([Br:12])[CH:14]=2)[C:2]2[C:1](=[C:10]3[CH:9]=[CH:8][CH:7]=[CH:6][C:5]3=[CH:4][CH:3]=2)[O:11][C:25]=1[NH2:26])=[O:29])[CH3:32]. Procedure details: 1-Naphthol (170 mg, 1.2 mmol), 3-bromo-4,5-dimethoxybenzaldehyde (245 mg, 1 mmol) and ethyl cyanoacetate (113 mg, 1 mmol) were taken in 7 ml ethanol at room temperature, charged with piperidine (50 μl) and then stirred at 80° C. under LC-MS control till the reaction was complete. The reaction mixture was cooled down to room temperature, diluted with water to about 15 ml and stirred for 1 h at room temperature. The solids were collected by filtration, washed well with 60% aq. ethanol and dried un...